Dataset: the Open Reaction Database (ORD), a public repository of structured organic reaction records. Task: describe an organic reaction: reactants, conditions, products, and yield Starting materials: FC(OC1=CC=C(C=C1)C=1C=C2C(NC=NC2=CC1)=O)(F)F (6-(4-(trifluoromethoxy)phenyl)quinazolin-4(3H)-one), ClCC=1OC=C(N1)C(=O)OC (methyl 2-(chloromethyl)oxazole-4-carboxylate), C([O-])([O-])=O.[K+].[K+] (potassium carbonate). Solvent: CC(=O)N(C)C (DMA), O (water), ClCCl (dichloromethane). Product: O=C1N(C=NC2=CC=C(C=C12)C1=CC=C(C=C1)OC(F)(F)F)CC=1OC=C(N1)C(=O)OC (methyl 2-((4-oxo-6-(4-(trifluoromethoxy)phenyl)quinazolin-3(4H)-yl)methyl)oxazole-4-carboxylate), 177-A. Reaction SMILES: [F:1][C:2]([F:22])([F:21])[O:3][C:4]1[CH:9]=[CH:8][C:7]([C:10]2[CH:11]=[C:12]3[C:17](=[CH:18][CH:19]=2)[N:16]=[CH:15][NH:14][C:13]3=[O:20])=[CH:6][CH:5]=1.Cl[CH2:24][C:25]1[O:26][CH:27]=[C:28]([C:30]([O:32][CH3:33])=[O:31])[N:29]=1.C(=O)([O-])[O-].[K+].[K+]>CC(N(C)C)=O.O.ClCCl>[O:20]=[C:13]1[C:12]2[C:17](=[CH:18][CH:19]=[C:10]([C:7]3[CH:8]=[CH:9][C:4]([O:3][C:2]([F:1])([F:21])[F:22])=[CH:5][CH:6]=3)[CH:11]=2)[N:16]=[CH:15][N:14]1[CH2:24][C:25]1[O:26][CH:27]=[C:28]([C:30]([O:32][CH3:33])=[O:31])[N:29]=1 |f:2.3.4|. Procedure: A solution of 500 mg 6-(4-(trifluoromethoxy)phenyl)quinazolin-4(3H)-one, 340 mg of methyl 2-(chloromethyl)oxazole-4-carboxylate, and 220 mg potassium carbonate in 5 mL of DMA was heated at 80° C. for 16 h. The reaction was diluted with water and dichloromethane, aqueous layer washed with dichloromethane, combined organic layers dried over sodium sulphate and concentrated. The residue was recrystallized from acetonitrile to produce methyl 2-((4-oxo-6-(4-(trifluoromethoxy)phenyl)quinazolin-3(4H)-y...